From a dataset of the Open Reaction Database (ORD), a public repository of structured organic reaction records. describe an organic reaction: reactants, conditions, products, and yield Reactants: C(C)(C)(C)C=1C=C(CCC(=O)OC)C=C(C1O)C(C)(C)C (methyl 3,5-di-tert-butyl-4-hydroxyhydrocinnamate), C(CCCCCCCCCCCCCCCCC)O (1-octadecanol), C(CCC)[Sn](CCCC)=O (dibutyltin oxide). Conditions: temperature 100 celsius, time 1.5 hour. Product: C(C)(C)(C)C=1C=C(CCC(=O)OCCCCCCCCCCCCCCCCCC)C=C(C1O)C(C)(C)C (n-Octadecyl 3,5-Di-tert-butyl-4-hydroxyhydrocinnamate). Reaction SMILES: [C:1]([C:5]1[CH:6]=[C:7]([CH:14]=[C:15]([C:18]([CH3:21])([CH3:20])[CH3:19])[C:16]=1[OH:17])[CH2:8][CH2:9][C:10]([O:12][CH3:13])=[O:11])([CH3:4])([CH3:3])[CH3:2].[CH2:22](O)[CH2:23][CH2:24][CH2:25][CH2:26][CH2:27][CH2:28][CH2:29][CH2:30][CH2:31][CH2:32][CH2:33][CH2:34][CH2:35][CH2:36][CH2:37][CH2:38]C.C([Sn](=O)CCCC)CCC>>[C:1]([C:5]1[CH:6]=[C:7]([CH:14]=[C:15]([C:18]([CH3:21])([CH3:20])[CH3:19])[C:16]=1[OH:17])[CH2:8][CH2:9][C:10]([O:12][CH2:13][CH2:38][CH2:37][CH2:36][CH2:35][CH2:34][CH2:33][CH2:32][CH2:31][CH2:30][CH2:29][CH2:28][CH2:27][CH2:26][CH2:25][CH2:24][CH2:23][CH3:22])=[O:11])([CH3:3])([CH3:4])[CH3:2]. Procedure details: In a reactor fitted with a heating/cooling bath, stirrer, thermocouple, nitrogen inlet, a reflux condenser with a trap to collect distilled off methanol, and a vacuum connection are added 438.6 g (1.5 moles, a 5% excess) of methyl 3,5-di-tert-butyl-4-hydroxyhydrocinnamate and 386.8 g (1.43 moles) of 1-octadecanol. The mixture is heated to 100° C. under nitrogen with stirring. After drying at 100° C. under vacuum (≤5 mm Hg) for 30 minutes, the mixture is heated to 120° C. under nitrogen and 0.05 ... The reactants are O=S(=O)(O)Cl, ClCCl, Cc1ccc(S(=O)(=O)CCOC(=O)COc2ccccc2OCC(=O)OCCS(=O)(=O)c2ccc(C)cc2)cc1. Product: Cc1ccc(S(=O)(=O)CCOC(=O)COc2ccc(S(=O)(=O)Cl)cc2OCC(=O)OCCS(=O)(=O)c2ccc(C)cc2)cc1. As a reaction SMILES: [Cl:41][S:42](=[O:43])(=[O:44])[OH:45].[Cl:46][CH2:47][Cl:48].[c:1]1([CH3:40])[cH:2][cH:3][c:4]([S:7](=[O:8])(=[O:9])[CH2:10][CH2:11][O:12][C:13]([CH2:14][O:15][c:16]2[c:17]([O:22][CH2:23][C:24](=[O:25])[O:26][CH2:27][CH2:28][S:29](=[O:30])(=[O:31])[c:32]3[cH:33][cH:34][c:35]([CH3:38])[cH:36][cH:37]3)[cH:18][cH:19][cH:20][cH:21]2)=[O:39])[cH:5][cH:6]1>>[c:1]1([CH3:40])[cH:2][cH:3][c:4]([S:7](=[O:8])(=[O:9])[CH2:10][CH2:11][O:12][C:13]([CH2:14][O:15][c:16]2[c:17]([O:22][CH2:23][C:24](=[O:25])[O:26][CH2:27][CH2:28][S:29](=[O:30])(=[O:31])[c:32]3[cH:33][cH:34][c:35]([CH3:38])[cH:36][cH:37]3)[cH:18][cH:19][c:20]([S:42]([Cl:41])(=[O:43])=[O:44])[cH:21]2)=[O:39])[cH:5][cH:6]1. The reactants are O=C(n1ccnc1)n1ccnc1, CN(C)C=O, COC(=O)c1ccc(N)cc1C. Yields the product COC(=O)c1ccc(NC(=O)n2ccnc2)cc1C. As a reaction SMILES: [C:13](=[O:14])([n:15]1[cH:16][n:17][cH:18][cH:19]1)[n:20]1[cH:21][cH:22][n:23][cH:24]1.[CH:25]([N:26]([CH3:27])[CH3:28])=[O:29].[NH2:1][c:2]1[cH:3][c:4]([CH3:12])[c:5]([C:6](=[O:7])[O:8][CH3:9])[cH:10][cH:11]1>>[NH:1]([c:2]1[cH:3][c:4]([CH3:12])[c:5]([C:6](=[O:7])[O:8][CH3:9])[cH:10][cH:11]1)[C:13](=[O:14])[n:15]1[cH:16][n:17][cH:18][cH:19]1. Procedure details: 4-Chloro-3-(trifluoromethyl)benzoic acid (1 g, 4.45 mmol) was dissolved in ethanol (3 ml) and concentrated sulfuric acid (0.15 ml) was added. The mixture was heated in the microwave at 100° C. for 5 minutes and then 120° C. for 15 minutes. The solvent was removed in vacuo and the residue partitioned between saturated aq. sodium bicarbonate (50 ml) and ethyl acetate (50 ml). The aqueous layer was extracted with further EtOAc (50 ml) and the organic phases were combined, dried with a phase separat... Product: ClC1=C(C=C(C(=O)OCC)C=C1)C(F)(F)F (Ethyl 4-chloro-3-(trifluoromethyl)benzoate). RXN SMILES: [Cl:1][C:2]1[CH:10]=[CH:9][C:5]([C:6]([OH:8])=[O:7])=[CH:4][C:3]=1[C:11]([F:14])([F:13])[F:12].S(=O)(=O)(O)O.[CH2:20](O)[CH3:21]>>[Cl:1][C:2]1[CH:10]=[CH:9][C:5]([C:6]([O:8][CH2:20][CH3:21])=[O:7])=[CH:4][C:3]=1[C:11]([F:12])([F:13])[F:14]. Reactants: ClC1=C(C=C(C(=O)O)C=C1)C(F)(F)F (4-Chloro-3-(trifluoromethyl)benzoic acid), C(C)O (ethanol), S(O)(O)(=O)=O (sulfuric acid). Reaction conditions: temperature 100 celsius, time 15 minute.